describe an organic reaction: reactants, conditions, products, and yield From a dataset of the Open Reaction Database (ORD), a public repository of structured organic reaction records. Starting materials: BrC1=CC=C(C=C1)CCCO (3-(4-bromophenyl)propan-1-ol), C(C)(=O)OCC (ethyl acetate), C(#C)C=1C=C2C=CC(=CC2=CC1)O[Si](C(C)C)(C(C)C)C(C)C ((6-ethynylnaphthalen-2-yloxy)triisopropylsilane). Reagents/catalysts: Cl[Pd]([P](C1=CC=CC=C1)(C2=CC=CC=C2)C3=CC=CC=C3)([P](C4=CC=CC=C4)(C5=CC=CC=C5)C6=CC=CC=C6)Cl (bis(triphenylphosphine)palladium(II) chloride), [Cu]I (copper(I) iodide). Run in C1CCOC1 (THF), C(C)(C)NC(C)C (diisopropylamine), C1CCOC1 (THF). Run at temperature 70 celsius, time 5 hour. Yields the product crude product, C(C)(C)[Si](OC1=CC2=CC=C(C=C2C=C1)C#C[Si](C)(C)C)(C(C)C)C(C)C (2-triisopropylsilanyloxy-6-trimethylsilanylethynylnaphthalene). As a reaction SMILES: BrC1C=CC(CCCO)=CC=1.[C:12]([C:14]1[CH:15]=[C:16]2[C:21](=[CH:22][CH:23]=1)[CH:20]=[C:19]([O:24][Si:25]([CH:32]([CH3:34])[CH3:33])([CH:29]([CH3:31])[CH3:30])[CH:26]([CH3:28])[CH3:27])[CH:18]=[CH:17]2)#[CH:13].C(OCC)(=O)C>C1COCC1.C(NC(C)C)(C)C.Cl[Pd](Cl)([P](C1C=CC=CC=1)(C1C=CC=CC=1)C1C=CC=CC=1)[P](C1C=CC=CC=1)(C1C=CC=CC=1)C1C=CC=CC=1.[Cu]I>[CH:29]([Si:25]([CH:26]([CH3:27])[CH3:28])([CH:32]([CH3:34])[CH3:33])[O:24][C:19]1[CH:18]=[CH:17][C:16]2[C:21](=[CH:22][CH:23]=[C:14]([C:12]#[C:13][Si:25]([CH3:32])([CH3:29])[CH3:26])[CH:15]=2)[CH:20]=1)([CH3:31])[CH3:30] |^1:55,74|. Procedure details: 7.0 g (32.5 mmol) of 3-(4-bromophenyl)propan-1-ol are initially introduced in 70 ml of THF and 30 ml of diisopropylamine, and, after addition of 1.0 g (1.4 mmol) of bis(triphenylphosphine)palladium(II) chloride and 0.4 g (2.1 mmol) of copper(I) iodide, 16.4 g (50.5 mmol) of (6-ethynylnaphthalen-2-yloxy)triisopropylsilane in 30 ml of THF are added dropwise at 70° C. The batch is left to stir for 5 h at 70° C., 200 ml of ethyl acetate are added, and the mixture is washed three times with water. Th... Starting materials: NC1CCCc2ccccc21, O=Cc1cc(F)cc(C(F)(F)F)c1. The product is Fc1cc(CNC2CCCc3ccccc32)cc(C(F)(F)F)c1. Reaction SMILES: [CH:14]1([NH2:24])[CH2:15][CH2:16][CH2:17][c:18]2[cH:19][cH:20][cH:21][cH:22][c:23]21.[F:1][c:2]1[cH:3][c:4]([CH:5]=[O:6])[cH:7][c:8]([C:10]([F:11])([F:12])[F:13])[cH:9]1>>[F:1][c:2]1[cH:3][c:4]([CH2:5][NH:24][CH:14]2[CH2:15][CH2:16][CH2:17][c:18]3[cH:19][cH:20][cH:21][cH:22][c:23]32)[cH:7][c:8]([C:10]([F:11])([F:12])[F:13])[cH:9]1. The reactants are CC(C)O, Cn1cc(-c2ccc(S(=O)(=O)n3ccc(C=CC(=O)Nc4ccccc4N)c3)cc2)cn1, O=S(=O)(O)c1ccc2ccccc2c1. Product: Cn1cc(-c2ccc(S(=O)(=O)n3ccc(C=CC(=O)Nc4ccccc4N)c3)cc2)cn1, O=S(=O)(O)c1ccc2ccccc2c1. As a reaction SMILES: [CH:47]([OH:48])([CH3:49])[CH3:50].[NH2:1][c:2]1[c:3]([NH:8][C:9]([CH:10]=[CH:11][c:12]2[cH:13][n:14]([S:17](=[O:18])(=[O:19])[c:20]3[cH:21][cH:22][c:23](-[c:26]4[cH:27][n:28][n:29]([CH3:31])[cH:30]4)[cH:24][cH:25]3)[cH:15][cH:16]2)=[O:32])[cH:4][cH:5][cH:6][cH:7]1.[OH:33][S:34](=[O:35])(=[O:36])[c:37]1[cH:38][cH:39][c:40]2[cH:41][cH:42][cH:43][cH:44][c:45]2[cH:46]1>>[NH2:1][c:2]1[c:3]([NH:8][C:9]([CH:10]=[CH:11][c:12]2[cH:13][n:14]([S:17](=[O:18])(=[O:19])[c:20]3[cH:21][cH:22][c:23](-[c:26]4[cH:27][n:28][n:29]([CH3:31])[cH:30]4)[cH:24][cH:25]3)[cH:15][cH:16]2)=[O:32])[cH:4][cH:5][cH:6][cH:7]1.[O:33]=[S:34](=[O:35])([OH:36])[c:37]1[cH:38][cH:39][c:40]2[cH:41][cH:42][cH:43][cH:44][c:45]2[cH:46]1. Reactants: C1(C=2C(C(N1)=O)=CC=CC2)=O (phthalimide), CC(C)OC(=O)/N=N/C(=O)OC(C)C (Diisopropylazodicarboxylate), C1(=CC=CC=C1)P(C1=CC=CC=C1)C1=CC=CC=C1 (triphenylphosphine), N1=CC(=CC=C1)[C@H]1C[C@H](CC1)O ((1S,3R)-3-(3-pyridyl)cyclopentanol). Solvent: C1CCOC1 (THF), CCOC(=O)C (EtOAc). Reaction conditions: time 2 hour. The product is N1=CC(=CC=C1)[C@H]1C[C@@H](CC1)N1C(C=2C(C1=O)=CC=CC2)=O ((1R,3R)-N-[3-(3-pyridyl)cyclopentyl]phthalimide). The yield is 88.6%. As a reaction SMILES: [N:1]1[CH:6]=[CH:5][CH:4]=[C:3]([C@@H:7]2[CH2:11][CH2:10][C@H:9](O)[CH2:8]2)[CH:2]=1.[C:13]1(=[O:23])[NH:17][C:16](=[O:18])[C:15]2=[CH:19][CH:20]=[CH:21][CH:22]=[C:14]12.CC(OC(/N=N/C(OC(C)C)=O)=O)C.C1(P(C2C=CC=CC=2)C2C=CC=CC=2)C=CC=CC=1>C1COCC1.CCOC(C)=O>[N:1]1[CH:6]=[CH:5][CH:4]=[C:3]([C@@H:7]2[CH2:11][CH2:10][C@@H:9]([N:17]3[C:16](=[O:18])[C:15]4=[CH:19][CH:20]=[CH:21][CH:22]=[C:14]4[C:13]3=[O:23])[CH2:8]2)[CH:2]=1. Procedure: A solution of (1S,3R)-3-(3-pyridyl)cyclopentanol (3.95 g, 24.2 mmol) in THF (80 mL) was cooled to 4° C. and treated with phthalimide (3.91 g, 26.6 mmol), Diisopropylazodicarboxylate (5.24 mL, 26.6 mmol) and triphenylphosphine (6.98 g, 26.6 mmol). The reaction mixture was stirred at room temperature for 2 h. The reaction mixture was diluted with EtOAc, and washed with H2O and brine. The organic layers was dried over Na2SO4. After concentration under reduced pressure, the residue was purified by c... Reactants: Cc1cccc(NC(=O)CBr)c1, Br, CC1CN(c2ccccn2)CCN1, Cc1ccccc1, CCN(C(C)C)C(C)C. Yields the product Cc1cccc(NC(=O)CN2CCN(c3ccccn3)CC2C)c1. RXN SMILES: [Br:15][CH2:16][C:17](=[O:18])[NH:19][c:20]1[cH:21][c:22]([CH3:26])[cH:23][cH:24][cH:25]1.[BrH:1].[CH3:2][CH:3]1[CH2:4][N:5]([c:9]2[n:10][cH:11][cH:12][cH:13][cH:14]2)[CH2:6][CH2:7][NH:8]1.[CH3:36][c:37]1[cH:38][cH:39][cH:40][cH:41][cH:42]1.[CH:27]([N:28]([CH2:29][CH3:30])[CH:31]([CH3:32])[CH3:33])([CH3:34])[CH3:35]>>[CH3:2][CH:3]1[CH2:4][N:5]([c:9]2[n:10][cH:11][cH:12][cH:13][cH:14]2)[CH2:6][CH2:7][N:8]1[CH2:16][C:17](=[O:18])[NH:19][c:20]1[cH:21][c:22]([CH3:26])[cH:23][cH:24][cH:25]1. The reactants are [N+](=O)([O-])C=1C=CC2=C(NCCO2)C1 (6-nitro-2,3-dihydrobenz-1,4-oxazine), BrCC1=C(C=C(C(=O)OC)C=C1)OC (methyl 4-bromomethyl-3-methoxybenzoate), C([O-])([O-])=O.[K+].[K+] (potassium carbonate), [I-].[Na+] (sodium iodide). The solvent is CC(=O)C (acetone). Product: COC=1C=C(C(=O)OC)C=CC1CN1CCOC2=C1C=C(C=C2)[N+](=O)[O-] (methyl 3-methoxy-4-(6-nitro-2,3-dihydrobenz-1,4-oxazin-4-ylmethyl)benzoate). Yield: 83.8%. As a reaction SMILES: [N+:1]([C:4]1[CH:5]=[CH:6][C:7]2[O:12][CH2:11][CH2:10][NH:9][C:8]=2[CH:13]=1)([O-:3])=[O:2].Br[CH2:15][C:16]1[CH:25]=[CH:24][C:19]([C:20]([O:22][CH3:23])=[O:21])=[CH:18][C:17]=1[O:26][CH3:27].C(=O)([O-])[O-].[K+].[K+].[I-].[Na+]>CC(C)=O>[CH3:27][O:26][C:17]1[CH:18]=[C:19]([CH:24]=[CH:25][C:16]=1[CH2:15][N:9]1[C:8]2[CH:13]=[C:4]([N+:1]([O-:3])=[O:2])[CH:5]=[CH:6][C:7]=2[O:12][CH2:11][CH2:10]1)[C:20]([O:22][CH3:23])=[O:21] |f:2.3.4,5.6|. Procedure details: A mixture of 6-nitro-2,3-dihydrobenz-1,4-oxazine (0.45 g.), methyl 4-bromomethyl-3-methoxybenzoate (B) (0.65 g.), anhydrous potassium carbonate (0.35 g.), sodium iodide (0.38 g.) and acetone (25 ml.) was stirred and heated under reflux for 48 hours, under an atmosphere of nitrogen. The cooled reaction mixture was separated by filtration. The residue was washed with acetone, and the filtrate and washings were evaporated. The resulting solid was dissolved in dichloromethane and residual solid remo...